The task is: describe an organic reaction: reactants, conditions, products, and yield. This data is from the Open Reaction Database (ORD), a public repository of structured organic reaction records. Reactants: ClC=1C2=NC=CN=C2C=C2C(OC(=NC12)C=1N(N=C(C1)C(F)(F)F)C1=NC=CC=C1Cl)=O (9-chloro-2-[2-(3-chloro-pyridin-2-yl)-5-trifluoromethyl-2H-pyrazol-3-yl]-3-oxa-1,5,8-triaza-anthracen-4-one), C1(CC1)CN (C-cyclopropylmethylamine). The solvent is C1CCOC1 (THF). Reaction conditions: time 8 hour. The product is C1(CC1)CNC(=O)C=1C=C2N=CC=NC2=C(C1NC(=O)C=1N(N=C(C1)C(F)(F)F)C1=NC=CC=C1Cl)Cl (8-chloro-7-{[2-(3-chloro-pyridin-2-yl)-5-trifluoromethyl-2H-pyrazole-3-carbonyl]-amino}-quinoxaline-6-carboxylic acid cyclopropylmethyl-amide). Isolated yield 74.0%. As a reaction SMILES: [Cl:1][C:2]1[C:3]2[C:8]([CH:9]=[C:10]3[C:15]=1[N:14]=[C:13]([C:16]1[N:17]([C:25]4[C:30]([Cl:31])=[CH:29][CH:28]=[CH:27][N:26]=4)[N:18]=[C:19]([C:21]([F:24])([F:23])[F:22])[CH:20]=1)[O:12][C:11]3=[O:32])=[N:7][CH:6]=[CH:5][N:4]=2.[CH:33]1([CH2:36][NH2:37])[CH2:35][CH2:34]1>C1COCC1>[CH:33]1([CH2:36][NH:37][C:11]([C:10]2[CH:9]=[C:8]3[C:3](=[C:2]([Cl:1])[C:15]=2[NH:14][C:13]([C:16]2[N:17]([C:25]4[C:30]([Cl:31])=[CH:29][CH:28]=[CH:27][N:26]=4)[N:18]=[C:19]([C:21]([F:23])([F:24])[F:22])[CH:20]=2)=[O:12])[N:4]=[CH:5][CH:6]=[N:7]3)=[O:32])[CH2:35][CH2:34]1. Procedure: 0.55 g (1.15 mol) 9-chloro-2-[2-(3-chloro-pyridin-2-yl)-5-trifluoromethyl-2H-pyrazol-3-yl]-3-oxa-1,5,8-triaza-anthracen-4-one and 0.5 ml C-cyclopropylmethylamine is dissolved in 15 ml THF and stirred for 8 hours. After evaporation, the residue is crystallised in diethyl ether to give 0.47 g (74%) of the title compound. m.p.: 180-183° C. Reactants: [H][H] (hydrogen), C(C)(C)OC(C)C (diisopropyl ether), FC1=CC2=C(NC(=N2)C2=CC=CC=3C(C4=CC=CC=C4C23)=NO)C(=C1)F (4-(5,7-difluoro-1H-benzimidazol-2-yl)-9H-fluoren-9-one oxime). The reagents and catalysts are [Ni] (nickel). Solvent: C(C)O (ethanol), O1CCCC1 (tetrahydrofuran). Product: FC1=CC2=C(NC(=N2)C2=CC=CC=3C(C4=CC=CC=C4C23)N)C(=C1)F (4-(5,7-difluoro-1H-benzimidazol-2-yl)-9H-fluorene-9(R,S)-amine). Isolated yield 74.3%. As a reaction SMILES: [H][H].C(OC(C)C)(C)C.[F:10][C:11]1[CH:34]=[C:33]([F:35])[C:14]2[NH:15][C:16]([C:18]3[C:30]4[C:29]5[C:24](=[CH:25][CH:26]=[CH:27][CH:28]=5)[C:23](=[N:31]O)[C:22]=4[CH:21]=[CH:20][CH:19]=3)=[N:17][C:13]=2[CH:12]=1>C(O)C.O1CCCC1.[Ni]>[F:10][C:11]1[CH:34]=[C:33]([F:35])[C:14]2[NH:15][C:16]([C:18]3[C:30]4[C:29]5[C:24](=[CH:25][CH:26]=[CH:27][CH:28]=5)[CH:23]([NH2:31])[C:22]=4[CH:21]=[CH:20][CH:19]=3)=[N:17][C:13]=2[CH:12]=1. Procedure details: The procedure used in Example 6 is followed. In a 211 ml autoclave, dissolve 1.85 g of 4-(5,7-difluoro-1H-benzimidazol-2-yl)-9H-fluoren-9-one oxime (Z,E), obtained in the previous stage, in a mixture of 70 ml of ethanol and 70 ml of tetrahydrofuran, add a spatula of Raney activated nickel and then subject to an initial hydrogen pressure of 1 bar and heat the autoclave at 60° for 6 hours. After cooling, the volume of hydrogen absorbed is 342 ml. After filtration of the catalyst, the filtrate is c... The reactants are CN(C=O)C (dimethylformamide), C(C)(=O)OCCCCCCCCCCC1=C(C=C(C(=C1OC1OCCCC1)OC)OC)C (6-(10-acetoxydecyl)-2,3-dimethoxy-5-methyl-1-tetrahydropyranyloxybenzene). Reagents/catalysts: C1=CC=C(C(=C1)C=NCCN=CC2=CC=CC=C2[O-])[O-].[Co+2] (salcomine). The solvent is O=O (oxygen). Product: C(C)(=O)OCCCCCCCCCCC1=C(C(C(=C(C1=O)OC)OC)=O)C (6-(10-acetoxydecyl)-2,3-dimethoxy-5-methyl-1,4-benzoquinone). Reaction SMILES: CN(C)[CH:3]=[O:4].[C:6]([O:9][CH2:10][CH2:11][CH2:12][CH2:13][CH2:14][CH2:15][CH2:16][CH2:17][CH2:18][CH2:19][C:20]1[C:25]([O:26]C2CCCCO2)=[C:24]([O:33][CH3:34])[C:23]([O:35][CH3:36])=[CH:22][C:21]=1C)(=[O:8])[CH3:7]>O=O.C1C=C(C=NCCN=CC2C([O-])=CC=CC=2)C([O-])=CC=1.[Co+2]>[C:6]([O:9][CH2:10][CH2:11][CH2:12][CH2:13][CH2:14][CH2:15][CH2:16][CH2:17][CH2:18][CH2:19][C:20]1[C:25](=[O:26])[C:24]([O:33][CH3:34])=[C:23]([O:35][CH3:36])[C:3](=[O:4])[C:21]=1[CH3:22])(=[O:8])[CH3:7] |f:3.4|. Reported procedure: To a dimethylformamide solution (20 ml) of 6-(10-acetoxydecyl)-2,3-dimethoxy-5-methyl-1-tetrahydropyranyloxybenzene (240 mg) is added bis(salicylidene)ethylenediiminocobalt(II) (14 mg), followed by stirring in oxygen streams at atmospheric temperature and pressure for 72 hours. The reaction product is isolated in the same manner as Example 7 and recrystallized from hexane. The above procedure yields 6-(10-acetoxydecyl)-2,3-dimethoxy-5-methyl-1,4-benzoquinone (110 mg) as orange-yellow needles mel... The product is ClCCCC(CC#C)(C#C[Si](C)(C)C)O[Si](C)(C)C (7-Chloro-4-trimethylsilyloxy-4-trimethylsilylethynyl-1-heptyne). As a reaction SMILES: [Cl:1][CH2:2][CH2:3][CH2:4][C:5]([OH:15])([C:9]#[C:10][Si:11]([CH3:14])([CH3:13])[CH3:12])[CH2:6][C:7]#[CH:8].N1C=CN=C1.CN(C)C=O.Cl[Si:27]([CH3:30])([CH3:29])[CH3:28]>CCCCCC>[Cl:1][CH2:2][CH2:3][CH2:4][C:5]([O:15][Si:27]([CH3:30])([CH3:29])[CH3:28])([C:9]#[C:10][Si:11]([CH3:12])([CH3:13])[CH3:14])[CH2:6][C:7]#[CH:8]. Procedure details: To a stirred mixture of 8.5 grams of 7-chloro-4-hydroxy-4-trimethylsilylethynyl-1-heptnye (Example 29) and 6.2 grams of imidazole in 24 ml. of dry dimethylformamide is added, under nitrogen, 5.7 ml. of chlorotrimethylsilane, in a slow stream, via a syringe. The mixture is stirred in an ice bath for one hour and then at room temperature overnight. The mixture is poured into hexane, washed with saturated sodium bicarbonate solution, water and then brine and dried over sodium sulfate. The solvents ... The solvent is CCCCCC (hexane). Starting materials: Cl[Si](C)(C)C (chlorotrimethylsilane), ClCCCC(CC#C)(C#C[Si](C)(C)C)O (7-Chloro-4-hydroxy-4-trimethylsilylethynyl-1-heptyne), N1C=NC=C1 (imidazole), CN(C=O)C (dimethylformamide). Conditions: time 1 hour. Starting materials: [Cl-].[NH4+] (ammonium chloride), BrC1=CN=C2N1C1=CC=C(C=C1N=C2NCCCO)C(F)(F)F (3-{[1-bromo-7-(trifluoromethyl)imidazo[1,2-a]quinoxalin-4-yl]amino}propan-1-ol), C(Cl)Cl (DCM), example 2, C(#C)[Si](C)(C)C (ethynyltrimethylsilane). Reagents/catalysts: [Cu](I)I (copper iodide). The solvent is C(C)N(CC)CC (triethylamine). Conditions: temperature 90 celsius. The product is C[Si](C)(C)C#CC1=CN=C2N1C1=CC=C(C=C1N=C2NCCCO)C(F)(F)F (3-({1-[(trimethylsily)ethynyl]-7-(trifluoromethyl)imidazo[1,2-a]quinoxalin-4-yl}amino)propan-1-ol). Yield: 75.0%. As a reaction SMILES: Br[C:2]1[N:6]2[C:7]3[C:12]([N:13]=[C:14]([NH:15][CH2:16][CH2:17][CH2:18][OH:19])[C:5]2=[N:4][CH:3]=1)=[CH:11][C:10]([C:20]([F:23])([F:22])[F:21])=[CH:9][CH:8]=3.[C:24]([Si:26]([CH3:29])([CH3:28])[CH3:27])#[CH:25].C(Cl)Cl.[Cl-].[NH4+]>C(N(CC)CC)C.[Cu](I)I>[CH3:27][Si:26]([C:24]#[C:25][C:2]1[N:6]2[C:7]3[C:12]([N:13]=[C:14]([NH:15][CH2:16][CH2:17][CH2:18][OH:19])[C:5]2=[N:4][CH:3]=1)=[CH:11][C:10]([C:20]([F:23])([F:22])[F:21])=[CH:9][CH:8]=3)([CH3:29])[CH3:28] |f:3.4|. Reported procedure: To a suspension of 3-{[1-bromo-7-(trifluoromethyl)imidazo[1,2-a]quinoxalin-4-yl]amino}propan-1-ol as prepared in example 2 (100 mg, 0.26 mmol), ethynyltrimethylsilane (81 μL, 0.57 mmol) and copper iodide (5 mg, 0.026 mmol) in anhydrous triethylamine (3.5 mL) degassed under argon for 10 minutes was added Pd(dppf)Cl2.DCM (11 mg, 0.013 mmol). The mixture was stirred at 90° C. for 1 h45 and then allowed to cool to room temperature, poured onto a saturated aqueous solution of ammonium chloride and ex... Reactants: Br, CC(=O)O, Cc1ccc(S(=O)(=O)N2CCC(Sc3nc4cncnc4n3Cc3ccc(F)cc3)CC2)cc1. Yields the product Fc1ccc(Cn2c(SC3CCNCC3)nc3cncnc32)cc1. As a reaction SMILES: [BrH:35].[CH3:36][C:37](=[O:38])[OH:39].[F:1][c:2]1[cH:3][cH:4][c:5]([CH2:8][n:9]2[c:10]3[n:11][cH:12][n:13][cH:14][c:15]3[n:16][c:17]2[S:18][CH:19]2[CH2:20][CH2:21][N:22]([S:25]([c:26]3[cH:27][cH:28][c:29]([CH3:30])[cH:31][cH:32]3)(=[O:33])=[O:34])[CH2:23][CH2:24]2)[cH:6][cH:7]1>>[F:1][c:2]1[cH:3][cH:4][c:5]([CH2:8][n:9]2[c:10]3[n:11][cH:12][n:13][cH:14][c:15]3[n:16][c:17]2[S:18][CH:19]2[CH2:20][CH2:21][NH:22][CH2:23][CH2:24]2)[cH:6][cH:7]1. The reactants are BrC1=CC=C(C=C1)C(C)NC(C)=O (N-[1-(4-bromophenyl)ethyl]acetamide), IC (iodomethane). Product: BrC1=CC=C(C=C1)C(C)N(C(C)=O)C (N-[1-(4-bromophenyl)ethyl]-N-methylacetamide). Reaction SMILES: [Br:1][C:2]1[CH:7]=[CH:6][C:5]([CH:8]([NH:10][C:11](=[O:13])[CH3:12])[CH3:9])=[CH:4][CH:3]=1.I[CH3:15]>>[Br:1][C:2]1[CH:3]=[CH:4][C:5]([CH:8]([N:10]([CH3:15])[C:11](=[O:13])[CH3:12])[CH3:9])=[CH:6][CH:7]=1. Procedure: The title compound was prepared from N-[1-(4-bromophenyl)ethyl]acetamide and iodomethane in a manner similar to that described for description 24.